From a dataset of the Open Reaction Database (ORD), a public repository of structured organic reaction records. describe an organic reaction: reactants, conditions, products, and yield The reactants are FC(F)(Br)C(F)(F)Br, [Li]CCCC, CCCCCC, CC(C)NC(C)C, Clc1ccnc2ccsc12, C1CCOC1, O. Product: Clc1ccnc2cc(Br)sc12. Reaction SMILES: [Br:23][C:24]([F:25])([F:26])[C:27]([Br:28])([F:29])[F:30].[CH2:8]([Li:9])[CH2:10][CH2:11][CH3:12].[CH3:31][CH2:32][CH2:33][CH2:34][CH2:35][CH3:36].[CH:1]([NH:2][CH:3]([CH3:4])[CH3:5])([CH3:6])[CH3:7].[Cl:13][c:14]1[c:15]2[c:16]([n:17][cH:18][cH:19]1)[cH:20][cH:21][s:22]2.[O:38]1[CH2:39][CH2:40][CH2:41][CH2:42]1.[OH2:37]>>[Cl:13][c:14]1[c:15]2[c:16]([n:17][cH:18][cH:19]1)[cH:20][c:21]([Br:23])[s:22]2.